describe an organic reaction: reactants, conditions, products, and yield From a dataset of the Open Reaction Database (ORD), a public repository of structured organic reaction records. The reactants are N1CCCC1 (pyrrolidine), O=C1CCC=CC2=C1C=CC=C2 (5-oxo-6,7-dihydro [5H] benzocycloheptene). Solvent: C(C)O (ethanol), C(C)O (ethanol). Run at time 30 minute. Yields the product O=C1CC(CCC2=C1C=CC=C2)N2CCCC2 (5-oxo-7-(Pyrrolidin-1-yl)-6,7,8,9-tetrahydro [5H] benzocycloheptene). Isolated yield 100.4%. RXN SMILES: [NH:1]1[CH2:5][CH2:4][CH2:3][CH2:2]1.[O:6]=[C:7]1[C:13]2[CH:14]=[CH:15][CH:16]=[CH:17][C:12]=2[CH:11]=[CH:10][CH2:9][CH2:8]1>C(O)C>[O:6]=[C:7]1[C:13]2[CH:14]=[CH:15][CH:16]=[CH:17][C:12]=2[CH2:11][CH2:10][CH:9]([N:1]2[CH2:5][CH2:4][CH2:3][CH2:2]2)[CH2:8]1. Procedure details: A solution of 7.1 g of pyrrolidine in 30 ml of ethanol was added to a solution of 7.9 g of 5-oxo-6,7-dihydro [5H] benzocycloheptene in 30 ml of ethanol and the mixture was stirred at room temperature for 30 minutes and was evaporated to dryness to obtain 11.5 g of 5-oxo-7-(Pyrrolidin-1-yl)-6,7,8,9-tetrahydro [5H] benzocycloheptene. Starting materials: [H][H] (hydrogen), [H][H] (hydrogen), CC1(C[C@H](C2=C(C=CC=C12)N)C)C ((3R)-1,1,3-trimethyl-4-aminoindane). Yields the product CC1(CC(C2=C(C=CC=C12)N)C)C (1,1,3-trimethyl-4-aminoindane). The reagents and catalysts are [C].[Pd] (palladium-carbon). Reported procedure: Into a reaction vessel were charged 6.00 parts by weight of (3R)-1,1,3-trimethyl-4-aminoindane (optical purity of 96.5% ee), 0.81 parts by weight of 5% palladium-carbon (STD-type, manufactured by N. E. Chemcat Corporation), and 12 parts by weight of 2-propanol, thereby obtaining a mixture. The reaction vessel was sealed and the gas inside the reaction vessel was replaced with nitrogen. While stirring the mixture at room temperature, to the reaction vessel was charged hydrogen until the internal ... Reaction SMILES: [CH3:1][C:2]1([CH3:13])[C:10]2[C:5](=[C:6]([NH2:11])[CH:7]=[CH:8][CH:9]=2)[C@H:4]([CH3:12])[CH2:3]1.[H][H]>[C].[Pd].CC(O)C>[CH3:1][C:2]1([CH3:13])[C:10]2[C:5](=[C:6]([NH2:11])[CH:7]=[CH:8][CH:9]=2)[CH:4]([CH3:12])[CH2:3]1 |f:2.3|. Reaction conditions: time 15 minute. Run in CC(C)O (2-propanol).